Dataset: the Open Reaction Database (ORD), a public repository of structured organic reaction records. Task: describe an organic reaction: reactants, conditions, products, and yield Starting materials: C(C)(C)(C)OCC1C(=CN(C=C1)C(C(C)(C)C)=O)C1N(CCC1)C (1-[4-tert-butoxymethyl-3-(1-methylpyrrolidin-2-yl)-4H-pyridin-1-yl]-2,2-dimethyl-propan-1-one), [S] (sulfur). The solvent is C1(=CC=CC=C1)C (toluene). The product is C(C)(C)(C)OCC1=C(C=NC=C1)C1N(CCC1)C (4-tert-butoxymethyl-3-(1-methylpyrrolidin-2-yl)-pyridine). Isolated yield 73.3%. RXN SMILES: [C:1]([O:5][CH2:6][CH:7]1[CH:12]=[CH:11][N:10](C(=O)C(C)(C)C)[CH:9]=[C:8]1[CH:19]1[CH2:23][CH2:22][CH2:21][N:20]1[CH3:24])([CH3:4])([CH3:3])[CH3:2].[S]>C1(C)C=CC=CC=1>[C:1]([O:5][CH2:6][C:7]1[CH:12]=[CH:11][N:10]=[CH:9][C:8]=1[CH:19]1[CH2:23][CH2:22][CH2:21][N:20]1[CH3:24])([CH3:4])([CH3:3])[CH3:2] |^3:24|. Procedure: A solution of 1-[4-tert-butoxymethyl-3-(1-methylpyrrolidin-2-yl)-4H-pyridin-1-yl]-2,2-dimethyl-propan-1-one (0.194 g, 0.5 mmol), sulfur (0.02 g, 0.5 mmol) and toluene (5 mL) was refluxed for 1 day. After filtration of the mixture through a pad of Celite and evaporation of the solvent under reduced pressure, the crude material was purified by radial PLC (hexanes) to afford 0.091 g (54%) of 4-tert-butoxymethyl-3-(1-methylpyrrolidin-2-yl)-pyridine as a yellow oil. IR (thin film, neat, NaCl) 2970, 2... Reactants: C(C)OP(OCC)(=O)C(C(CCCBr)C=1C=NC=CC1)P(O)(O)=O ([5-bromo-2-(3-pyridinyl)pentylidene]bis [phosphonic acid] diethyl ester), C(C)(=S)[O-].[Na+] (sodium thioacetate). Solvent: CC(=O)C (acetone). Conditions: temperature 50 celsius, time 12 hour. Product: C(C)OP(OCC)(=O)C(C(CCCSC(C)=O)C=1C=NC=CC1)P(O)(O)=O ([5-acetylthio-2-(3-pyridinyl)pentylidene]bis [phosphonic acid] diethyl ester). As a reaction SMILES: [CH2:1]([O:3][P:4]([CH:9]([P:21](=[O:24])([OH:23])[OH:22])[CH:10]([C:15]1[CH:16]=[N:17][CH:18]=[CH:19][CH:20]=1)[CH2:11][CH2:12][CH2:13]Br)(=[O:8])[O:5][CH2:6][CH3:7])[CH3:2].[C:25]([O-:28])(=[S:27])[CH3:26].[Na+]>CC(C)=O>[CH2:1]([O:3][P:4]([CH:9]([P:21](=[O:24])([OH:23])[OH:22])[CH:10]([C:15]1[CH:16]=[N:17][CH:18]=[CH:19][CH:20]=1)[CH2:11][CH2:12][CH2:13][S:27][C:25](=[O:28])[CH3:26])(=[O:8])[O:5][CH2:6][CH3:7])[CH3:2] |f:1.2|. Procedure details: A solution of [5-bromo-2-(3-pyridinyl)pentylidene]bis [phosphonic acid] diethyl ester (5.0 mmol) is stirred in dry acetone (35 ml) and sodium thioacetate (5.2 mmol) is added. The mixture is stirred at 50° C. for 12 hours. After cooling to room temperature the solvent is removed under reduced pressure. The crude residue is dissolved in methylene chloride and washed with water. The organic layer is then dried and concentrated under reduced pressure. The desired product is purified by flash chromat... Reactants: CC(c1ccc(Br)cc1Cl)C(O)(c1ccc2c(c1)oc(=O)n2C)C(F)(F)F, COC(=O)c1ccc(B(O)O)cc1F. Yields the product COC(=O)c1ccc(-c2ccc(C(C)C(O)(c3ccc4c(c3)oc(=O)n4C)C(F)(F)F)c(Cl)c2)cc1F. As a reaction SMILES: [Br:1][c:2]1[cH:3][c:4]([Cl:27])[c:5]([CH:8]([C:9]([C:10]([F:11])([F:12])[F:13])([OH:14])[c:15]2[cH:16][c:17]3[c:18]([n:19]([CH3:23])[c:20](=[O:22])[o:21]3)[cH:24][cH:25]2)[CH3:26])[cH:6][cH:7]1.[F:28][c:29]1[cH:30][c:31]([B:39]([OH:40])[OH:41])[cH:32][cH:33][c:34]1[C:35](=[O:36])[O:37][CH3:38]>>[c:2]1(-[c:31]2[cH:30][c:29]([F:28])[c:34]([C:35](=[O:36])[O:37][CH3:38])[cH:33][cH:32]2)[cH:3][c:4]([Cl:27])[c:5]([CH:8]([C:9]([C:10]([F:11])([F:12])[F:13])([OH:14])[c:15]2[cH:16][c:17]3[c:18]([n:19]([CH3:23])[c:20](=[O:22])[o:21]3)[cH:24][cH:25]2)[CH3:26])[cH:6][cH:7]1. Starting materials: C1CCOC1, CCN(Cc1cc(C(F)(F)F)ccc1-c1cc(CC(=O)OC)ccc1OC)C(=O)OCc1cc(Cl)cc(Cl)c1, CO, Cl, [Na+], [OH-]. The product is CCN(Cc1cc(C(F)(F)F)ccc1-c1cc(CC(=O)O)ccc1OC)C(=O)OCc1cc(Cl)cc(Cl)c1. Reaction SMILES: [CH2:43]1[O:44][CH2:45][CH2:46][CH2:47]1.[CH3:1][O:2][C:3]([CH2:4][c:5]1[cH:6][c:7](-[c:13]2[c:14]([CH2:23][N:24]([CH2:25][CH3:26])[C:27](=[O:28])[O:29][CH2:30][c:31]3[cH:32][c:33]([Cl:38])[cH:34][c:35]([Cl:37])[cH:36]3)[cH:15][c:16]([C:19]([F:20])([F:21])[F:22])[cH:17][cH:18]2)[c:8]([O:11][CH3:12])[cH:9][cH:10]1)=[O:39].[CH3:48][OH:49].[ClH:42].[Na+:41].[OH-:40]>>[O:2]=[C:3]([CH2:4][c:5]1[cH:6][c:7](-[c:13]2[c:14]([CH2:23][N:24]([CH2:25][CH3:26])[C:27](=[O:28])[O:29][CH2:30][c:31]3[cH:32][c:33]([Cl:38])[cH:34][c:35]([Cl:37])[cH:36]3)[cH:15][c:16]([C:19]([F:20])([F:21])[F:22])[cH:17][cH:18]2)[c:8]([O:11][CH3:12])[cH:9][cH:10]1)[OH:39].